Dataset: the Open Reaction Database (ORD), a public repository of structured organic reaction records. Task: describe an organic reaction: reactants, conditions, products, and yield Starting materials: CCOC(=O)C(=O)NC1=C(C(=CC=C1)OC)C(=O)N (2'-Carbamoyl-3'-methoxyoxanilic acid ethyl ester), [OH-].[Na+] (NaOH). Run in O (water). The product is COC1=CC=CC(=C1C(=O)N)NC(=O)C(=O)O (2'-Carbamoyl-3'-methoxyoxanilic acid). The yield is 59.6%. RXN SMILES: CC[O:3][C:4]([C:6]([NH:8][C:9]1[CH:14]=[CH:13][CH:12]=[C:11]([O:15][CH3:16])[C:10]=1[C:17]([NH2:19])=[O:18])=[O:7])=[O:5].[OH-].[Na+]>O>[CH3:16][O:15][C:11]1[C:10]([C:17]([NH2:19])=[O:18])=[C:9]([NH:8][C:6]([C:4]([OH:5])=[O:3])=[O:7])[CH:14]=[CH:13][CH:12]=1 |f:1.2|. Procedure: 2'-Carbamoyl-3'-methoxyoxanilic acid ethyl ester (1.33 g, 0.005 mole) is stirred in 50 ml water, and 5.0 ml of N NaOH is slowly added, giving a solution. After one-half hour the solution is filtered, and the filtrate is acidified to pH 2 with N HC1, giving 0.71 g of the title compound, m.p. 214°-215°C., after crystallization from ethanol. The reactants are COC(=O)c1ccc(OC)cc1, CS(C)=O, CC#N, Cl, O. Product: COc1ccc(C(=O)CC#N)cc1. RXN SMILES: [C:4]([c:5]1[cH:6][cH:7][c:8]([O:11][CH3:12])[cH:9][cH:10]1)(=[O:13])[O:14][CH3:15].[CH3:18][S:19]([CH3:20])=[O:21].[CH3:1][C:2]#[N:3].[ClH:17].[OH2:16]>>[CH2:1]([C:2]#[N:3])[C:4]([c:5]1[cH:6][cH:7][c:8]([O:11][CH3:12])[cH:9][cH:10]1)=[O:13].